Task: describe an organic reaction: reactants, conditions, products, and yield. Dataset: the Open Reaction Database (ORD), a public repository of structured organic reaction records Starting materials: N (Ammonia), C(C)(C)OC1=C(C(C1=O)=O)C1=CC(OC2=CC=C(C=C12)C#N)(C)C (4-(2-isopropoxy-3,4-dioxo-cyclobut-1-enyl)-2,2-dimethyl-2H-chromene-6-carbonitrile). Solvent: C(C)#N (acetonitrile). Run at time 16 hour. Product: NC1=C(C(C1=O)=O)C1=CC(OC2=CC=C(C=C12)C#N)(C)C (4-(2-Amino-3,4-dioxo-cyclobut-1-enyl)-2,2-dimethyl-2H-chromene-6-carbonitrile). Isolated yield 35.0%. RXN SMILES: [NH3:1].C(O[C:6]1[C:9](=[O:10])[C:8](=[O:11])[C:7]=1[C:12]1[C:21]2[C:16](=[CH:17][CH:18]=[C:19]([C:22]#[N:23])[CH:20]=2)[O:15][C:14]([CH3:25])([CH3:24])[CH:13]=1)(C)C>C(#N)C>[NH2:1][C:6]1[C:9](=[O:10])[C:8](=[O:11])[C:7]=1[C:12]1[C:21]2[C:16](=[CH:17][CH:18]=[C:19]([C:22]#[N:23])[CH:20]=2)[O:15][C:14]([CH3:24])([CH3:25])[CH:13]=1. Procedure: Ammonia gas was bubbled into a solution of 361 mg (1.12 mmol) of 4-(2-isopropoxy-3,4-dioxo-cyclobut-1-enyl)-2,2-dimethyl-2H-chromene-6-carbonitrile in acetonitrile (11 ml) for 30 min. The reaction mixture was stirred at ambient temperature for 16 h. The reaction mixture was quenched with H2O (50 mL) and was extracted into 20% THF-CH2Cl2. The combined organic extracts were dried over anhydrous Na2SO4 and then concentrated and recrystallized from acetone-petroleum ether to give 110 mg of the title...